From a dataset of the Open Reaction Database (ORD), a public repository of structured organic reaction records. describe an organic reaction: reactants, conditions, products, and yield The reactants are CC(=O)OCCO, O=C(Nc1nccs1)c1nc(-c2ccc(O)cc2)[nH]c1-c1ccc(Cl)cc1, CCOC(=O)N=NC(=O)OCC, c1ccc(P(c2ccccc2)c2ccccc2)cc1. Yields the product CC(=O)OCCOc1ccc(-c2nc(C(=O)Nc3nccs3)c(-c3ccc(Cl)cc3)[nH]2)cc1. As a reaction SMILES: [C:28]([CH3:29])(=[O:30])[O:31][CH2:32][CH2:33][OH:34].[Cl:1][c:2]1[cH:3][cH:4][c:5](-[c:8]2[c:9]([C:20](=[O:21])[NH:22][c:23]3[s:24][cH:25][cH:26][n:27]3)[n:10][c:11](-[c:13]3[cH:14][cH:15][c:16]([OH:19])[cH:17][cH:18]3)[nH:12]2)[cH:6][cH:7]1.[O:54]=[C:55]([O:56][CH2:57][CH3:58])[N:59]=[N:60][C:61]([O:62][CH2:63][CH3:64])=[O:65].[c:35]1([P:36]([c:37]2[cH:38][cH:39][cH:40][cH:41][cH:42]2)[c:43]2[cH:44][cH:45][cH:46][cH:47][cH:48]2)[cH:49][cH:50][cH:51][cH:52][cH:53]1>>[Cl:1][c:2]1[cH:3][cH:4][c:5](-[c:8]2[c:9]([C:20](=[O:21])[NH:22][c:23]3[s:24][cH:25][cH:26][n:27]3)[n:10][c:11](-[c:13]3[cH:14][cH:15][c:16]([O:19][CH2:33][CH2:32][O:31][C:28]([CH3:29])=[O:30])[cH:17][cH:18]3)[nH:12]2)[cH:6][cH:7]1. The reactants are BrC=1C=NC2=CC(=C(C=C2C1)CC(=O)O)F ((3-bromo-7-fluoro-quinolin-6-yl)-acetic acid), CN1N=CC(=C1)B1OC(C)(C)C(C)(C)O1 (1-methyl-4-pyrazoleboronic acid pinacol ester), C([O-])([O-])=O.[K+].[K+] (potassium carbonate). The reagents and catalysts are Cl[Pd]([P](C1=CC=CC=C1)(C2=CC=CC=C2)C3=CC=CC=C3)([P](C4=CC=CC=C4)(C5=CC=CC=C5)C6=CC=CC=C6)Cl (Dichlorobis(triphenylphosphine)palladium). The solvent is O1CCOCC1 (1,4-dioxane), O (water). The product is FC1=C(C=C2C=C(C=NC2=C1)C=1C=NN(C1)C)CC(=O)O ([7-Fluoro-3-(1-methyl-1H-pyrazol-4-yl)-quinolin-6-yl]acetic acid). Isolated yield 83.1%. Reaction SMILES: Br[C:2]1[CH:3]=[N:4][C:5]2[C:10]([CH:11]=1)=[CH:9][C:8]([CH2:12][C:13]([OH:15])=[O:14])=[C:7]([F:16])[CH:6]=2.[CH3:17][N:18]1[CH:22]=[C:21](B2OC(C)(C)C(C)(C)O2)[CH:20]=[N:19]1.C(=O)([O-])[O-].[K+].[K+]>O1CCOCC1.O.Cl[Pd](Cl)([P](C1C=CC=CC=1)(C1C=CC=CC=1)C1C=CC=CC=1)[P](C1C=CC=CC=1)(C1C=CC=CC=1)C1C=CC=CC=1>[F:16][C:7]1[CH:6]=[C:5]2[C:10]([CH:11]=[C:2]([C:21]3[CH:20]=[N:19][N:18]([CH3:17])[CH:22]=3)[CH:3]=[N:4]2)=[CH:9][C:8]=1[CH2:12][C:13]([OH:15])=[O:14] |f:2.3.4,^1:47,66|. Reported procedure: Nitrogen gas was bubbled through a suspension of (3-bromo-7-fluoro-quinolin-6-yl)-acetic acid (5 g, 17.7 mmol), 1-methyl-4-pyrazoleboronic acid pinacol ester (3.86 g, 18.6 mmol), potassium carbonate (7.3 g, 53 mmol) in 1,4-dioxane (50 mL) and water (20 mL) for 10 minutes. After such time dichlorobis(triphenylphosphine)palladium (II) (248 mg, 0.35 mmol) was added and the mixture heated to reflux for 3 hours. The aqueous phase was removed via pipette, diluted with 2N aqueous potassium carbonate (1... Reactants: CC(=O)O, CCC(CCCCC1CCC2C1C(=O)C2(Cl)Cl)OC, [Zn]. The product is CCC(CCCCC1CCC2CC(=O)C12)OC. RXN SMILES: [CH3:20][C:21](=[O:22])[OH:23].[Cl:1][C:2]1([Cl:19])[C:3](=[O:18])[CH:4]2[CH:5]([CH2:9][CH2:10][CH2:11][CH2:12][CH:13]([CH2:14][CH3:15])[O:16][CH3:17])[CH2:6][CH2:7][CH:8]12.[Zn:24]>>[CH2:2]1[C:3](=[O:18])[CH:4]2[CH:5]([CH2:9][CH2:10][CH2:11][CH2:12][CH:13]([CH2:14][CH3:15])[O:16][CH3:17])[CH2:6][CH2:7][CH:8]12. The reactants are C([O-])([O-])=O.[K+].[K+] (potassium carbonate), CI (methyl iodide), OC=1C=2N(C=CC1)C(=CN2)C2=NC(=NC=C2C#N)SC (4-(8-hydroxyimidazo[1,2-a]pyridin-3-yl)-2-(methylthio)pyrimidine-5-carbonitrile). Run in C(Cl)(Cl)Cl (chloroform), CS(=O)C (dimethylsulfoxide). Conditions: time 30 minute. Yields the product COC=1C=2N(C=CC1)C(=CN2)C2=NC(=NC=C2C#N)SC (4-(8-methoxyimidazo[1,2-a]pyridin-3-yl)-2-(methylthio)pyrimidine-5-carbonitrile). The yield is 36.8%. RXN SMILES: [OH:1][C:2]1[C:3]2[N:4]([C:8]([C:11]3[C:16]([C:17]#[N:18])=[CH:15][N:14]=[C:13]([S:19][CH3:20])[N:12]=3)=[CH:9][N:10]=2)[CH:5]=[CH:6][CH:7]=1.[C:21](=O)([O-])[O-].[K+].[K+].CI>CS(C)=O.C(Cl)(Cl)Cl>[CH3:21][O:1][C:2]1[C:3]2[N:4]([C:8]([C:11]3[C:16]([C:17]#[N:18])=[CH:15][N:14]=[C:13]([S:19][CH3:20])[N:12]=3)=[CH:9][N:10]=2)[CH:5]=[CH:6][CH:7]=1 |f:1.2.3|. Procedure details: 150 mg of the 4-(8-hydroxyimidazo[1,2-a]pyridin-3-yl)-2-(methylthio)pyrimidine-5-carbonitrile [158-1] was dissolved in 3 mL of dimethylsulfoxide, then 293 mg of potassium carbonate and 40 μL of methyl iodide were added thereto, and stirred at room temperature for 30 minutes. The reaction solution was diluted in 200 mL of chloroform, and washed with water. Then, the organic layer was dried over anhydrous magnesium sulfate. The insolubles were filtered, and the filtrate was concentrated under redu... Solvent: C1(=CC=CC=C1)C (toluene). RXN SMILES: Br[C:2]1[CH:11]=[CH:10][C:9]2[C:4](=[CH:5][CH:6]=[CH:7][CH:8]=2)[CH:3]=1.Cl>C1(C)C=CC=CC=1.Cl[Ni](Cl)([P](C1C=CC=CC=1)(C1C=CC=CC=1)C1C=CC=CC=1)[P](C1C=CC=CC=1)(C1C=CC=CC=1)C1C=CC=CC=1>[CH:3]1[C:4]2[C:9](=[CH:8][CH:7]=[CH:6][CH:5]=2)[CH:10]=[CH:11][C:2]=1[C:3]1[CH:2]=[CH:11][CH:10]=[CH:9][C:4]=1[CH3:5] |^1:22,41|. Product: C1=C(C=CC2=CC=CC=C12)C1=C(C=CC=C1)C (2-(2-Naphthyl)toluene). Reported procedure: The Grignard solution was subsequently added dropwise to a solution of 120 g (0.57 mol) of 2-bromonaphthalene and 3.5 g of bis(triphenylphosphine)nickel dichloride in 800 cm3 of toluene at such a rate that the internal temperature did not exceed 50° C. The mixture was subsequently refluxed for a further 3 hours, 500 ml of 10% strength aqueous HCl were added, the phases were separated, and the organic phase was freed from solvents in vacuo. Filtration through silica gel (hexane) gave 107 g (87%) ... The reagents and catalysts are Cl[Ni]([P](C1=CC=CC=C1)(C2=CC=CC=C2)C3=CC=CC=C3)([P](C4=CC=CC=C4)(C5=CC=CC=C5)C6=CC=CC=C6)Cl (bis(triphenylphosphine)nickel dichloride). The yield is 172.0%. The reactants are BrC1=CC2=CC=CC=C2C=C1 (2-bromonaphthalene), Cl (HCl). Procedure details: Similar procedure as described in example 10 was used, starting from [1-Chloro-6-(2,2-dimethyl-[1,3]dioxolan-4-ylmethoxy)-7-(2-methoxy-ethoxy)-isoquinolin-3-yl]-(5-methyl-1H-pyrazol-3-yl)-amine and 2-propanol to give [6-(2,2-dimethyl-[1,3]dioxolan-4-ylmethoxy)-1-isopropoxy-7-(2-methoxy-ethoxy)-isoquinolin-3-yl]-(5-methyl-1H-pyrazol-3-yl)-amine. LC-MS m/e 501(MH+). Starting materials: ClC1=NC(=CC2=CC(=C(C=C12)OCCOC)OCC1OC(OC1)(C)C)NC1=NNC(=C1)C ([1-Chloro-6-(2,2-dimethyl-[1,3]dioxolan-4-ylmethoxy)-7-(2-methoxy-ethoxy)-isoquinolin-3-yl]-(5-methyl-1H-pyrazol-3-yl)-amine). Product: CC1(OCC(O1)COC=1C=C2C=C(N=C(C2=CC1OCCOC)OC(C)C)NC1=NNC(=C1)C)C ([6-(2,2-dimethyl-[1,3]dioxolan-4-ylmethoxy)-1-isopropoxy-7-(2-methoxy-ethoxy)-isoquinolin-3-yl]-(5-methyl-1H-pyrazol-3-yl)-amine). RXN SMILES: Cl[C:2]1[C:11]2[C:6](=[CH:7][C:8]([O:17][CH2:18][CH:19]3[CH2:23][O:22][C:21]([CH3:25])([CH3:24])[O:20]3)=[C:9]([O:12][CH2:13][CH2:14][O:15][CH3:16])[CH:10]=2)[CH:5]=[C:4]([NH:26][C:27]2[CH:31]=[C:30]([CH3:32])[NH:29][N:28]=2)[N:3]=1>CC(O)C>[CH3:24][C:21]1([CH3:25])[O:20][CH:19]([CH2:18][O:17][C:8]2[CH:7]=[C:6]3[C:11](=[CH:10][C:9]=2[O:12][CH2:13][CH2:14][O:15][CH3:16])[C:2]([O:12][CH:9]([CH3:10])[CH3:8])=[N:3][C:4]([NH:26][C:27]2[CH:31]=[C:30]([CH3:32])[NH:29][N:28]=2)=[CH:5]3)[CH2:23][O:22]1. Solvent: CC(C)O (2-propanol). Reactants: C(C)(C)OC1=NC=NC2=C(C=CC=C12)N (4-isopropoxyquinazolin-8-amine), CCN(C(C)C)C(C)C (DIPEA), ClC1=CC=C(C(=C1C(=O)O)F)CNC(C(C)(C)C)=O (6-chloro-2-fluoro-3-(pivalamidomethyl)benzoic acid), C(C(=O)Cl)(=O)Cl (oxalyl chloride). Reagents/catalysts: CN(C)C=O (DMF). Solvent: C(Cl)Cl (CH2Cl2). Yields the product ClC1=CC=C(C(=C1C(=O)NC=1C=CC=C2C(=NC=NC12)OC(C)C)F)CNC(C(C)(C)C)=O (6-Chloro-2-fluoro-N-(4-isopropoxyquinazolin-8-yl)-3-(pivalamidomethyl)benzamide). The yield is 17.3%. As a reaction SMILES: [CH:1]([O:4][C:5]1[C:14]2[C:9](=[C:10]([NH2:15])[CH:11]=[CH:12][CH:13]=2)[N:8]=[CH:7][N:6]=1)([CH3:3])[CH3:2].[Cl:16][C:17]1[C:22]([C:23](O)=[O:24])=[C:21]([F:26])[C:20]([CH2:27][NH:28][C:29](=[O:34])[C:30]([CH3:33])([CH3:32])[CH3:31])=[CH:19][CH:18]=1.C(Cl)(=O)C(Cl)=O.CCN(C(C)C)C(C)C>CN(C=O)C.C(Cl)Cl>[Cl:16][C:17]1[C:22]([C:23]([NH:15][C:10]2[CH:11]=[CH:12][CH:13]=[C:14]3[C:9]=2[N:8]=[CH:7][N:6]=[C:5]3[O:4][CH:1]([CH3:3])[CH3:2])=[O:24])=[C:21]([F:26])[C:20]([CH2:27][NH:28][C:29](=[O:34])[C:30]([CH3:32])([CH3:31])[CH3:33])=[CH:19][CH:18]=1. Procedure details: The title compound was prepared following the procedure described in Example-1 using 4-isopropoxyquinazolin-8-amine (Intermediate-52, 100 mg, 0.49 mmol), 6-chloro-2-fluoro-3-(pivalamidomethyl)benzoic acid (Intermediate-2, 184 mg, 0.64 mmol), oxalyl chloride (87 mg, 0.69 mmol), DMF (1 drop) and DIPEA (571 mg, 1.48 mmol) in CH2Cl2 (5 mL) to afford 40 mg of the title product. 1H NMR (400 MHz, DMSO-d6): δ 10.73 (s, 1H), 8.78 (s, 1H), 8.76 (s, 1H), 8.15-8.12 (t, J=5.2 Hz, 1H), 7.87 (d, J=8.4 Hz, 1H),...